Task: describe an organic reaction: reactants, conditions, products, and yield. Dataset: the Open Reaction Database (ORD), a public repository of structured organic reaction records Starting materials: CCN1CCCC(CN2CCNCC2)C1, CCN=C=NCCCN(C)C, CCO, CN(C)C=O, S=C=Nc1ccc(Cl)c(Cl)c1, Cl, N#CN, [Na]. Yields the product CCN1CCCC(CN2CCN(C(=NC#N)Nc3ccc(Cl)c(Cl)c3)CC2)C1. Reaction SMILES: [CH2:28]([CH3:29])[N:30]1[CH2:31][CH:32]([CH2:36][N:37]2[CH2:38][CH2:39][NH:40][CH2:41][CH2:42]2)[CH2:33][CH2:34][CH2:35]1.[CH3:17][N:18]([CH3:19])[CH2:20][CH2:21][CH2:22][N:23]=[C:24]=[N:25][CH2:26][CH3:27].[CH3:43][CH2:44][OH:45].[CH3:46][N:47]([CH3:48])[CH:49]=[O:50].[Cl:1][c:2]1[cH:3][c:4]([N:9]=[C:10]=[S:11])[cH:5][cH:6][c:7]1[Cl:8].[ClH:16].[N:12]#[C:13][NH2:14].[Na:15]>>[Cl:1][c:2]1[cH:3][c:4]([NH:9][C:10](=[N:14][C:13]#[N:12])[N:40]2[CH2:39][CH2:38][N:37]([CH2:36][CH:32]3[CH2:31][N:30]([CH2:28][CH3:29])[CH2:35][CH2:34][CH2:33]3)[CH2:42][CH2:41]2)[cH:5][cH:6][c:7]1[Cl:8].